describe an organic reaction: reactants, conditions, products, and yield From a dataset of the Open Reaction Database (ORD), a public repository of structured organic reaction records. Starting materials: NC=1C(NC2=CC=CC(=C2N1)O)=O (3-amino-5-hydroxyquinoxalin-2(1H)-one), ClC1=CC(=NC=N1)C1=C(C=C(C=C1)C(F)(F)F)NC(=O)C1N(CCCC1)CC(C)C (N-(2-(6-chloropyrimidin-4-yl)-5-(trifluoromethyl)-phenyl)-1-isobutylpiperidine-2-carboxamide), C(=O)([O-])[O-].[Cs+].[Cs+] (Cs2CO3). Run in CN(C)C=O (DMF), C(=O)(O)[O-].[Na+] (NaHCO3). Conditions: temperature 25 celsius, time 3 day. Yields the product NC=1C(NC2=CC=CC(=C2N1)OC1=CC(=NC=N1)C1=C(C=C(C=C1)C(F)(F)F)NC(=O)C1N(CCCC1)CC(C)C)=O (N-(2-(6-(3-Amino-2-oxo-1,2-dihydroquinoxalin-5-yloxy)pyrimidin-4-yl)-5-(trifluoromethyl)phenyl)-1-isobutylpiperidine-2-carboxamide). As a reaction SMILES: [NH2:1][C:2]1[C:3](=[O:13])[NH:4][C:5]2[C:10]([N:11]=1)=[C:9]([OH:12])[CH:8]=[CH:7][CH:6]=2.Cl[C:15]1[N:20]=[CH:19][N:18]=[C:17]([C:21]2[CH:26]=[CH:25][C:24]([C:27]([F:30])([F:29])[F:28])=[CH:23][C:22]=2[NH:31][C:32]([CH:34]2[CH2:39][CH2:38][CH2:37][CH2:36][N:35]2[CH2:40][CH:41]([CH3:43])[CH3:42])=[O:33])[CH:16]=1.C([O-])([O-])=O.[Cs+].[Cs+]>CN(C=O)C.C([O-])(O)=O.[Na+]>[NH2:1][C:2]1[C:3](=[O:13])[NH:4][C:5]2[C:10]([N:11]=1)=[C:9]([O:12][C:15]1[N:20]=[CH:19][N:18]=[C:17]([C:21]3[CH:26]=[CH:25][C:24]([C:27]([F:28])([F:29])[F:30])=[CH:23][C:22]=3[NH:31][C:32]([CH:34]3[CH2:39][CH2:38][CH2:37][CH2:36][N:35]3[CH2:40][CH:41]([CH3:43])[CH3:42])=[O:33])[CH:16]=1)[CH:8]=[CH:7][CH:6]=2 |f:2.3.4,6.7|. Procedure details: A mixture of 3-amino-5-hydroxyquinoxalin-2(1H)-one (0.067 g, 0.38 mmol, prepared as described in WO04014871), N-(2-(6-chloropyrimidin-4-yl)-5-(trifluoromethyl)-phenyl)-1-isobutylpiperidine-2-carboxamide, Example 39(e), (0.14 g, 0.32 mmol) and Cs2CO3 (0.12 g, 0.38 mmol, Strem) in DMF (2.5 mL) was stirred for 3 d at 25° C. The mixture was diluted with aqueous solution of NaHCO3 (100 mL) and extracted with 1:1 mixture of EtOAc/hexane (2×75 mL). The combined extracts were washed with H2O (2×75 mL) a... The reactants are CSC(N)=[NH2+], Cn1cnc(CCN)c1, CSC(N)=[NH2+], Cl, Cl, [Na+], [OH-], O, O=S(=O)([O-])[O-]. Product: Cn1cnc(CCNC(=N)N)c1, O=S(=O)([O-])[O-]. As a reaction SMILES: [CH3:11][S:12][C:13]([NH2:14])=[NH2+:15].[CH3:18][n:19]1[cH:20][n:21][c:22]([CH2:24][CH2:25][NH2:26])[cH:23]1.[CH3:6][S:7][C:8](=[NH2+:9])[NH2:10].[ClH:16].[ClH:17].[Na+:28].[OH-:27].[OH2:29].[S:1](=[O:2])(=[O:3])([O-:4])[O-:5]>>[C:8](=[NH:9])([NH2:10])[NH:26][CH2:25][CH2:24][c:22]1[n:21][cH:20][n:19]([CH3:18])[cH:23]1.[S:1](=[O:2])(=[O:3])([O-:4])[O-:5]. Starting materials: [Cl-].[Cl-].[Cl-].[Al+3] (aluminum trichloride), O (Water), FC1=C(C=CC=C1)OC (2-fluoroanisole), C1(=CC=CC=C1)CC(=O)Cl (Phenylacetyl chloride). Solvent: ClCCl (dichloromethane). Run at temperature -10 celsius. The product is FC=1C=C(C=CC1OC)C(CC1=CC=CC=C1)=O (1-(3-fluoro-4-methoxy-phenyl)-2-phenyl-ethanone). As a reaction SMILES: [Cl-].[Cl-].[Cl-].[Al+3].[F:5][C:6]1[CH:11]=[CH:10][CH:9]=[CH:8][C:7]=1[O:12][CH3:13].[C:14]1([CH2:20][C:21](Cl)=[O:22])[CH:19]=[CH:18][CH:17]=[CH:16][CH:15]=1.O>ClCCl>[F:5][C:6]1[CH:11]=[C:10]([C:21](=[O:22])[CH2:20][C:14]2[CH:19]=[CH:18][CH:17]=[CH:16][CH:15]=2)[CH:9]=[CH:8][C:7]=1[O:12][CH3:13] |f:0.1.2.3|. Reported procedure: To a stirring suspension consisting of aluminum trichloride (15.9 g) in dichloromethane (200 mL) cooled to an internal temperature of −10° C. under a nitrogen atmosphere is added 2-fluoroanisole (10 g) over one minute. Phenylacetyl chloride (11.6 mL) is subsequently added to the mixture at a rate that maintained the internal temperature below 0° C. The reaction mixture is allowed to warm to room temperature overnight. Water (100 mL) is cautiously added to the stirring mixture. The layers are sub... Starting materials: C(C)(=O)NC1=CC=C(C=C1)SC1=C(C=C(C(=O)O)C=C1S(N)(=O)=O)NCCCC (4-(4-acetamidophenylmercapto)-3-n-butylamino-5-sulfamoylbenzoic acid), [OH-].[Na+] (sodium hydroxide). The product is NC1=CC=C(C=C1)SC1=C(C=C(C(=O)O)C=C1S(N)(=O)=O)NCCCC (4-(4-aminophenylmercapto)-3-n-butylamino-5-sulfamoylbenzoic acid). Reaction SMILES: C([NH:4][C:5]1[CH:10]=[CH:9][C:8]([S:11][C:12]2[C:20]([S:21](=[O:24])(=[O:23])[NH2:22])=[CH:19][C:15]([C:16]([OH:18])=[O:17])=[CH:14][C:13]=2[NH:25][CH2:26][CH2:27][CH2:28][CH3:29])=[CH:7][CH:6]=1)(=O)C.[OH-].[Na+]>>[NH2:4][C:5]1[CH:10]=[CH:9][C:8]([S:11][C:12]2[C:20]([S:21](=[O:24])(=[O:23])[NH2:22])=[CH:19][C:15]([C:16]([OH:18])=[O:17])=[CH:14][C:13]=2[NH:25][CH2:26][CH2:27][CH2:28][CH3:29])=[CH:7][CH:6]=1 |f:1.2|. Procedure details: The mixture of 2.8 g of 4-(4-acetamidophenylmercapto)-3-n-butylamino-5-sulfamoylbenzoic acid and 28 ml of 2N aqueous sodium hydroxide is refluxed for 1 hour under nitrogen. After cooling to room temperature it is filtered, the filtrate acidified with glacial acetic acid to a pH of 4-5, the precipitate formed filtered off, washed with water and recrystallized from 50% aqueous ethanol, to yield the 4-(4-aminophenylmercapto)-3-n-butylamino-5-sulfamoylbenzoic acid of the formula ##SPC11## The reactants are COC(=O)c1noc(CC(C)C)c1C(F)(F)F, CO, [Li+], [OH-], O, O. Product: CC(C)Cc1onc(C(=O)O)c1C(F)(F)F. As a reaction SMILES: [CH2:1]([CH:2]([CH3:3])[CH3:4])[c:5]1[c:6]([C:14]([F:15])([F:16])[F:17])[c:7]([C:10](=[O:11])[O:12][CH3:13])[n:8][o:9]1.[CH3:21][OH:22].[Li+:20].[OH-:19].[OH2:18].[OH2:23]>>[CH2:1]([CH:2]([CH3:3])[CH3:4])[c:5]1[c:6]([C:14]([F:15])([F:16])[F:17])[c:7]([C:10](=[O:11])[OH:12])[n:8][o:9]1. Reactants: fucoses, O=C[C@H](O)[C@@H](O)[C@@H](O)[C@H](O)CO (galactose), OC1[C@@H]([C@@H](O)[C@H](O)[C@H](O1)CO)NC(=O)C (GlcNAc). Solvent: glycan, glycan. The product is O([C@H]1[C@H](O)[C@@H](O)[C@@H](O)[C@H](O1)CO)[C@H]1[C@@H]([C@H](C(O)O[C@@H]1CO)NC(=O)C)O (Galβ1-4GlcNAc). RXN SMILES: [O:1]=[CH:2][C@@H:3]([C@H:5]([C@H:7]([C@@H:9]([CH2:11][OH:12])[OH:10])[OH:8])[OH:6])[OH:4].[OH:13][CH:14]1[O:21][C@H:20]([CH2:22][OH:23])[C@@H:18](O)[C@H:16]([OH:17])[C@H:15]1[NH:24][C:25]([CH3:27])=[O:26]>>[O:1]([C@@H:18]1[C@@H:20]([CH2:22][OH:23])[O:21][CH:14]([OH:13])[C@H:15]([NH:24][C:25]([CH3:27])=[O:26])[C@H:16]1[OH:17])[C@@H:2]1[O:10][C@H:9]([CH2:11][OH:12])[C@H:7]([OH:8])[C@H:5]([OH:6])[C@H:3]1[OH:4]. Procedure: The 1H-NMR spectrum of the difucosylated product (FIG. 3C, Table 3) showed that two fucoses had been transferred to the acceptor, yielding the glycan 4. The H-1 signals of the fucoses resonated at 5.117 ppm and 4.078(α)/5.091(β) ppm (3FucH-1 and 6FucH-1, respectively). In glycan 4 also the H-1 signals of 3Gal and 6Gal were shifted (-0.027 and -0.028 ppm, respectively) compared to the corresponding signals in glycan 3. In contrast, the H-1 signal of the branching galactose was practically unaffec... Reactants: CC(C)C#N, Cc1cc(F)cc(F)c1C1=NC(C)(C)CO1, C1CCOC1. Reaction SMILES: [C:17]([CH:18]([CH3:19])[CH3:20])#[N:21].[F:1][c:2]1[c:3]([C:10]2=[N:14][C:13]([CH3:15])([CH3:16])[CH2:12][O:11]2)[c:4]([CH3:9])[cH:5][c:6]([F:8])[cH:7]1.[O:22]1[CH2:23][CH2:24][CH2:25][CH2:26]1>>[F:1][c:2]1[c:3]([C:10]2=[N:14][C:13]([CH3:15])([CH3:16])[CH2:12][O:11]2)[c:4]([CH3:9])[cH:5][c:6]([C:18]([C:17]#[N:21])([CH3:19])[CH3:20])[cH:7]1. Product: Cc1cc(C(C)(C)C#N)cc(F)c1C1=NC(C)(C)CO1. Reactants: ClC1=CC2=C(NC(CC(N2C2=CC=CC=C2)=O)=O)C=C1 (7-chloro-5-phenyl-1H-1,5-benzodiazepine-2,4-dione), P12(=S)SP3(=S)SP(=S)(S1)SP(=S)(S2)S3 (phosphorus pentasulfide). Run in N1=CC=CC=C1 (pyridine). Conditions: time 40 minute. The product is ClC1=CC2=C(NC(CC(N2C2=CC=CC=C2)=O)=S)C=C1 (7-chloro-5-phenyl-1H-1,5-benzodiazepin-4-one-2-thione). RXN SMILES: [Cl:1][C:2]1[CH:20]=[CH:19][C:5]2[NH:6][C:7](=O)[CH2:8][C:9](=[O:17])[N:10]([C:11]3[CH:16]=[CH:15][CH:14]=[CH:13][CH:12]=3)[C:4]=2[CH:3]=1.P12(SP3(SP(SP(S3)(S1)=S)(=S)S2)=S)=[S:22]>N1C=CC=CC=1>[Cl:1][C:2]1[CH:20]=[CH:19][C:5]2[NH:6][C:7](=[S:22])[CH2:8][C:9](=[O:17])[N:10]([C:11]3[CH:16]=[CH:15][CH:14]=[CH:13][CH:12]=3)[C:4]=2[CH:3]=1. Procedure: A solution of 28.6 g of 7-chloro-5-phenyl-1H-1,5-benzodiazepine-2,4-dione and 23.3 g of phosphorus pentasulfide in 250 ml of pyridine is refluxed, with stirring, for 40 minutes under argon. The solvent is evaporated in vacuo. Starting materials: CCCCCCCCCCCCCCCCCCOCC(COC(=O)CCCCl)OCc1ccccc1, CC(=O)O, [H][H], O=[Pd]. Product: CCCCCCCCCCCCCCCCCCOCC(O)COC(=O)CCCCl. As a reaction SMILES: [CH2:1]([c:2]1[cH:3][cH:4][cH:5][cH:6][cH:7]1)[O:8][CH:9]([CH2:10][O:11][C:12]([CH2:13][CH2:14][CH2:15][Cl:16])=[O:17])[CH2:18][O:19][CH2:20][CH2:21][CH2:22][CH2:23][CH2:24][CH2:25][CH2:26][CH2:27][CH2:28][CH2:29][CH2:30][CH2:31][CH2:32][CH2:33][CH2:34][CH2:35][CH2:36][CH3:37].[CH3:40][C:41](=[O:42])[OH:43].[H:38][H:39].[Pd:44]=[O:45]>>[OH:8][CH:9]([CH2:10][O:11][C:12]([CH2:13][CH2:14][CH2:15][Cl:16])=[O:17])[CH2:18][O:19][CH2:20][CH2:21][CH2:22][CH2:23][CH2:24][CH2:25][CH2:26][CH2:27][CH2:28][CH2:29][CH2:30][CH2:31][CH2:32][CH2:33][CH2:34][CH2:35][CH2:36][CH3:37].